From a dataset of the Open Reaction Database (ORD), a public repository of structured organic reaction records. describe an organic reaction: reactants, conditions, products, and yield Reactants: O=C([O-])[O-], CC(C)Oc1ccc(CCl)cc1C#N, [Cs+], [Cs+], CN(C)C=O, O, CC(C)(C)OC(=O)CC1CCn2c1cc1cc(O)ccc12. The product is CC(C)Oc1ccc(COc2ccc3c(c2)cc2n3CCC2CC(=O)OC(C)(C)C)cc1C#N. RXN SMILES: [C:22](=[O:23])([O-:24])[O-:25].[Cl:28][CH2:29][c:30]1[cH:31][cH:32][c:33]([O:38][CH:39]([CH3:40])[CH3:41])[c:34]([C:35]#[N:36])[cH:37]1.[Cs+:26].[Cs+:27].[O:43]=[CH:44][N:45]([CH3:46])[CH3:47].[OH2:42].[OH:1][c:2]1[cH:3][c:4]2[cH:5][c:6]3[n:7]([c:8]2[cH:9][cH:10]1)[CH2:11][CH2:12][CH:13]3[CH2:14][C:15](=[O:16])[O:17][C:18]([CH3:19])([CH3:20])[CH3:21]>>[O:1]([c:2]1[cH:3][c:4]2[cH:5][c:6]3[n:7]([c:8]2[cH:9][cH:10]1)[CH2:11][CH2:12][CH:13]3[CH2:14][C:15](=[O:16])[O:17][C:18]([CH3:19])([CH3:20])[CH3:21])[CH2:29][c:30]1[cH:31][cH:32][c:33]([O:38][CH:39]([CH3:40])[CH3:41])[c:34]([C:35]#[N:36])[cH:37]1. The reactants are O=C(OO)c1cccc(Cl)c1, O=C1c2ccc(Cl)cc2CCc2cccnc21, ClCCl. Yields the product O=C1c2ccc(Cl)cc2CCc2ccc[n+]([O-])c21. As a reaction SMILES: [Cl:18][c:19]1[cH:20][c:21]([C:26](=[O:23])[O:27][OH:28])[cH:22][cH:24][cH:25]1.[Cl:1][c:2]1[cH:3][cH:4][c:5]2[c:6]([cH:17]1)[CH2:7][CH2:8][c:9]1[c:10]([n:11][cH:12][cH:13][cH:14]1)[C:15]2=[O:16].[Cl:29][CH2:30][Cl:31]>>[Cl:1][c:2]1[cH:3][cH:4][c:5]2[c:6]([cH:17]1)[CH2:7][CH2:8][c:9]1[c:10]([n+:11]([O-:23])[cH:12][cH:13][cH:14]1)[C:15]2=[O:16]. Reactants: COC(CCC1=CC=C(C=C1)OCCOC1OCCCC1)=O (3-{4-[2-(Tetrahydro-pyran-2-yloxy)-ethoxy]-phenyl}-propionic acid methyl ester), [OH-].[Na+] (NaOH). Solvent: CO (MeOH), [Cl-].[NH4+] (ammonium chloride). Run at time 18 hour. Product: O1C(CCCC1)OCCOC1=CC=C(C=C1)CCC(=O)O (3-{4-[2-(Tetrahydro-pyran-2-yloxy)-ethoxy]-phenyl}-propionic acid). RXN SMILES: C[O:2][C:3](=[O:22])[CH2:4][CH2:5][C:6]1[CH:11]=[CH:10][C:9]([O:12][CH2:13][CH2:14][O:15][CH:16]2[CH2:21][CH2:20][CH2:19][CH2:18][O:17]2)=[CH:8][CH:7]=1.[OH-].[Na+]>CO.[Cl-].[NH4+]>[O:17]1[CH2:18][CH2:19][CH2:20][CH2:21][CH:16]1[O:15][CH2:14][CH2:13][O:12][C:9]1[CH:8]=[CH:7][C:6]([CH2:5][CH2:4][C:3]([OH:22])=[O:2])=[CH:11][CH:10]=1 |f:1.2,4.5|. Procedure: 3-{4-[2-(Tetrahydro-pyran-2-yloxy)-ethoxy]-phenyl}-propionic acid methyl ester (0.12 g, 0.39 mmol) is dissolved in MeOH (3 ml) and 2M NaOH solution (3 ml) is added and the resulting solution is stirred at room temperature for 18 hours. The reaction mixture is diluted with saturated ammonium chloride solution (20 ml) and extracted with EtOAc (100 ml×2). The organic phased are combined, dried over MgSO4, the solvent removed in vacuo to yield the title compound as a colourless oil; [M+H]+=295 Reactants: C([O-])([O-])=O.[Na+].[Na+] (sodium carbonate), N1=CC=C(C=C1)C(C)(CCC1=CC=CC=C1)O (2-(4-pyridyl)-4-phenyl-2-butanol), S(O)(O)(=O)=O (sulfuric acid). The solvent is O (water). Conditions: temperature 100 celsius, time 2 hour. The product is C1(=CC=CC=C1)C\C=C(/C)\C1=CC=NC=C1 ((E)-1-phenyl-3-(4-pyridyl)-2-butene), C1(=CC=CC=C1)CCC(=C)C1=CC=NC=C1 (4-phenyl-2-(4-pyridyl)-1-butene). The yield is 11.5%. Reaction SMILES: [N:1]1[CH:6]=[CH:5][C:4]([C:7](O)([CH2:9][CH2:10][C:11]2[CH:16]=[CH:15][CH:14]=[CH:13][CH:12]=2)[CH3:8])=[CH:3][CH:2]=1.S(=O)(=O)(O)O.C(=O)([O-])[O-].[Na+].[Na+]>O>[C:11]1([CH2:10]/[CH:9]=[C:7](/[C:4]2[CH:3]=[CH:2][N:1]=[CH:6][CH:5]=2)\[CH3:8])[CH:12]=[CH:13][CH:14]=[CH:15][CH:16]=1.[C:11]1([CH2:10][CH2:9][C:7]([C:4]2[CH:3]=[CH:2][N:1]=[CH:6][CH:5]=2)=[CH2:8])[CH:12]=[CH:13][CH:14]=[CH:15][CH:16]=1 |f:2.3.4|. Procedure: To the said alcoholic substance, that is 1.42 g of 2-(4-pyridyl)-4-phenyl-2-butanol, 4 ml of 65% sulfuric acid was added and the mixture was stirred for two hours at 100° C. After cooling, water was added and the mixture was alkalized with sodium carbonate to extract with ethyl acetate. After drying over anhydrous sodium sulfate, the solvent was distilled away under reduced pressure to obtain viscous oily substance. The said oily substance was purified by silica gel column chromatography to obta... The reactants are CC1=NC2=C(N(C1=O)C1=CC(=CC=C1)N1C(CCC1=O)=O)N=CC=C2 (2-methyl-4-(3-succinimidophenyl)-3-oxo-3,4-dihydropyrido[2,3-b]pyrazine), BrN1C(CCC1=O)=O (N-bromosuccinimide), C(C1=CC=CC=C1)(=O)OOC(C1=CC=CC=C1)=O (benzoylperoxide). Product: BrCC1=NC2=C(N(C1=O)C1=CC(=CC=C1)N1C(CCC1=O)=O)N=CC=C2 (2-bromomethyl-4-(3-succinimidophenyl)-3-oxo-3,4-dihydropyrido[2,3-b]pyrazine). The yield is 68.6%. As a reaction SMILES: [CH3:1][C:2]1[C:7](=[O:8])[N:6]([C:9]2[CH:14]=[CH:13][CH:12]=[C:11]([N:15]3[C:19](=[O:20])[CH2:18][CH2:17][C:16]3=[O:21])[CH:10]=2)[C:5]2[N:22]=[CH:23][CH:24]=[CH:25][C:4]=2[N:3]=1.[Br:26]N1C(=O)CCC1=O.C(OOC(=O)C1C=CC=CC=1)(=O)C1C=CC=CC=1>>[Br:26][CH2:1][C:2]1[C:7](=[O:8])[N:6]([C:9]2[CH:14]=[CH:13][CH:12]=[C:11]([N:15]3[C:16](=[O:21])[CH2:17][CH2:18][C:19]3=[O:20])[CH:10]=2)[C:5]2[N:22]=[CH:23][CH:24]=[CH:25][C:4]=2[N:3]=1. Procedure details: The solution of 2-methyl-4-(3-succinimidophenyl)-3-oxo-3,4-dihydropyrido[2,3-b]pyrazine (18.4 g), N-bromosuccinimide (12.7 g) and benzoylperoxide (1.6 g) were refluxed for 4 hours. The mixture was evaporated and purified by chromatography (chloroform) to obtain 2-bromomethyl-4-(3-succinimidophenyl)-3-oxo-3,4-dihydropyrido[2,3-b]pyrazine (15.6 g) as yellow crystals. Product: C1(=CC=CC=C1)C1=NNC=C1 (Phenylpyrazole). Starting materials: CC(=O)C1=NN(C(=C1S(=O)C)N)C2=C(C=C(C=C2Cl)C(F)(F)F)Cl (acetoprole), COC1=C/C(=C/NC2=C(C(=NN2C3=C(C=C(C=C3Cl)C(F)(F)F)Cl)C#N)SC(F)(F)F)/C=CC1=O (vaniliprole), C1=CN=C(C=N1)CNC2=C(C(=NN2C3=C(C=C(C=C3Cl)C(F)(F)F)Cl)C#N)SCF (pyrafluprole), CC[S+](C=1C(=NN(C1N)C=2C(=CC(=CC2Cl)C(F)(F)F)Cl)C#N)[O-] (ethiprole), C=1C(=CC(=C(C1Cl)N2C(=C(C(=N2)C#N)[S+](C(F)(F)F)[O-])N)Cl)C(F)(F)F (fipronil). Reported procedure: acetoprole, ethiprole, fipronil, vaniliprole, pyripiole, and pyrafluprole. Reaction SMILES: CC(C1C(S(C)=O)=C(N)N([C:13]2[C:18](Cl)=[CH:17][C:16]([C:20](F)(F)F)=[CH:15][C:14]=2Cl)N=1)=O.CC[S+]([O-])[C:28]1[C:29](C#N)=[N:30][N:31](C2C(Cl)=CC(C(F)(F)F)=CC=2Cl)C=1N.C1C(C(F)(F)F)=CC(Cl)=C(N2N=C(C#N)C([S+]([O-])C(F)(F)F)=C2N)C=1Cl.COC1C(=O)C=C/C(=C\NC2N(C3C(Cl)=CC(C(F)(F)F)=CC=3Cl)N=C(C#N)C=2SC(F)(F)F)/C=1.C1N=CC(CNC2N(C3C(Cl)=CC(C(F)(F)F)=CC=3Cl)N=C(C#N)C=2SCF)=NC=1>>[C:16]1([C:20]2[CH:28]=[CH:29][NH:30][N:31]=2)[CH:15]=[CH:14][CH:13]=[CH:18][CH:17]=1.